From a dataset of the Open Reaction Database (ORD), a public repository of structured organic reaction records. describe an organic reaction: reactants, conditions, products, and yield Run in C1CCOC1 (THF), OS(=O)(=O)O (H2SO4). Conditions: temperature 50 celsius, time 2 hour. The product is COC1=C(C(=O)O)C=C(C=C1OC)C(C1=CC=C(C=C1)C)=O (2,3-Dimethoxy-5-(4-methyl-benzoyl)-benzoic acid). RXN SMILES: [O:1]1CCC[O:3][CH:2]1[C:7]1[CH:8]=[C:9]([CH:17]([C:19]2[CH:24]=[CH:23][C:22]([CH3:25])=[CH:21][CH:20]=2)[OH:18])[CH:10]=[C:11]([O:15][CH3:16])[C:12]=1[O:13][CH3:14].[Na+].[Cl-]>C1COCC1.OS(O)(=O)=O>[CH3:14][O:13][C:12]1[C:11]([O:15][CH3:16])=[CH:10][C:9]([C:17](=[O:18])[C:19]2[CH:20]=[CH:21][C:22]([CH3:25])=[CH:23][CH:24]=2)=[CH:8][C:7]=1[C:2]([OH:3])=[O:1] |f:1.2|. Procedure details: To a solution of (3-[1,3]Dioxan-2-yl-4,5-dimethoxy-phenyl)-p-tolyl-methanol (2.13 g, 6.18 mmol) in 75 mL THF, 56 mL 8N H2SO4 was added and the resulting solution was stirred 2 h at 50° C. After addition of 50 mL saturated NaCl-solution the mixture was extracted with EtOAc (3×50 mL). The pooled organic fractions were washed with saturated NaHCO3-solution (50 mL), then saturated NaCl-solution (50 mL) before being dried over MgSO4 and evaporated under reduced pressure to yield the desired product a... The reactants are O1C(OCCC1)C=1C=C(C=C(C1OC)OC)C(O)C1=CC=C(C=C1)C ((3-[1,3]Dioxan-2-yl-4,5-dimethoxy-phenyl)-p-tolyl-methanol), [Na+].[Cl-] (NaCl). Starting materials: ClC1=C(C(=CC=C1)Cl)N1C(CCC2=C(C=C(C=C12)OC)C1=C(C=C(C=C1)F)F)=O (1-(2,6-dichlorophenyl)-5-(2,4-difluorophenyl)-3,4-dihydro-7-methoxy-2(1H)-quinolinone), ClC1=C(C(=CC=C1)Cl)N1C(CCC2=C(C=C(C=C12)OC)C1=C(C=C(C=C1)F)F)=O (1-(2,6-dichlorophenyl)-5-(2,4-difluorophenyl)-3,4-dihydro-7-methoxy-2(1H)-quinolinone), B(Br)(Br)Br (BBr3). The solvent is C(Cl)Cl (CH2Cl2). Reaction conditions: temperature 0 celsius, time 30 minute. The product is ClC1=C(C(=CC=C1)Cl)N1C(CCC2=C(C=C(C=C12)O)C1=C(C=C(C=C1)F)F)=O (1-(2,6-Dichlorophenyl)-5-(2,4-difluorophenyl)-3,4-dihydro-7-hydroxy-2(1H)-quinolinone). As a reaction SMILES: [Cl:1][C:2]1[CH:7]=[CH:6][CH:5]=[C:4]([Cl:8])[C:3]=1[N:9]1[C:18]2[C:13](=[C:14]([C:21]3[CH:26]=[CH:25][C:24]([F:27])=[CH:23][C:22]=3[F:28])[CH:15]=[C:16]([O:19]C)[CH:17]=2)[CH2:12][CH2:11][C:10]1=[O:29].B(Br)(Br)Br>C(Cl)Cl>[Cl:1][C:2]1[CH:7]=[CH:6][CH:5]=[C:4]([Cl:8])[C:3]=1[N:9]1[C:18]2[C:13](=[C:14]([C:21]3[CH:26]=[CH:25][C:24]([F:27])=[CH:23][C:22]=3[F:28])[CH:15]=[C:16]([OH:19])[CH:17]=2)[CH2:12][CH2:11][C:10]1=[O:29]. Procedure: To a solution of 18 mg of 1-(2,6-dichlorophenyl)-5-(2,4-difluorophenyl)-3,4-dihydro-7-methoxy-2(1H)-quinolinone (INTERMEDIATE 2) in 1 mL of CH2Cl2 was added 0.1 mL of BBr3. The resulting mixture was stirred 30 min at 0° C., then warmed to room temperature and stirred at this temperature for 1 h. The mixture was concentrated and the resulting residue was purified preparative thin layer chromatography, eluting with 98:2 CH2Cl2-MeOH, to yield 1-(2,6-Dichlorophenyl)-5-(2,4-difluorophenyl)-3,4-dihydr... Reactants: COS(=O)(=O)OC, O=CO, Nc1ccc(S(=O)(=O)O)c(N)c1, O, O=S(=O)(O)O. Product: CNc1cc(N)ccc1S(=O)(=O)O. Reaction SMILES: [CH3:14][O:15][S:16]([O:17][CH3:18])(=[O:19])=[O:20].[CH:26]([OH:27])=[O:28].[NH2:1][c:2]1[cH:3][c:4]([NH2:12])[c:5]([S:8](=[O:9])(=[O:10])[OH:11])[cH:6][cH:7]1.[OH2:13].[S:21](=[O:22])(=[O:23])([OH:24])[OH:25]>>[NH2:1][c:2]1[cH:3][c:4]([NH:12][CH3:14])[c:5]([S:8](=[O:9])(=[O:10])[OH:11])[cH:6][cH:7]1. The reagents and catalysts are [Cu-]=O (copper(I) oxide). Reactants: N (ammonia), O=O (oxygen), ClC=1C(=CC(=C(C(=O)O)C1)Br)Br (5-chloro-2,4-dibromobenzoic acid), N (NH3), N (ammonia), Cl (hydrochloric acid). As a reaction SMILES: [NH3:1].[Cl:2][C:3]1[C:4]([Br:13])=[CH:5][C:6](Br)=[C:7]([CH:11]=1)[C:8]([OH:10])=[O:9].O=O.Cl>[Cu-]=O.C(OCC)(=O)C>[Br:13][C:4]1[CH:5]=[C:6]([NH2:1])[C:7](=[CH:11][C:3]=1[Cl:2])[C:8]([OH:10])=[O:9]. Conditions: time 40 minute. Reported procedure: 2.8 g (0.0196 mol) of copper(I) oxide are suspended in 120 ml (corresponding to 1.6 mol of NH3) of 25% aqueous ammonia solution under nitrogen. To this is added dropwise, at 25° C. with stirring and over the course of 40 minutes, a suspension of 63.2 g (0.2 mol) of 5-chloro-2,4-dibromobenzoic acid, 160 ml (corresponding to 2.14 mol of NH3) of 25% strength aqueous ammonia solution and 180 ml of ethyl acetate, with the exclusion of oxygen. The temperature rises to about 35° C. during the addition.... Product: BrC=1C=C(C(C(=O)O)=CC1Cl)N (4-bromo-5-chloroanthranilic acid). The solvent is C(C)(=O)OCC (ethyl acetate). Isolated yield 96.2%. Reactants: C([O-])([O-])=O.[Na+].[Na+] (sodium carbonate), ClC1=C(C=NC2=CC(=C(C=C12)OC)OC)C#N (4-chloro-6,7-dimethoxy-quinolin-3-carbonitrile), NC=1C=CC2=C(N=C(S2)C)C1 (5-amino-2-methylbenzothiazole), C(C)OC(C)O (ethoxyethanol). Run in O (water), N1=CC=CC=C1 (pyridine). The product is COC=1C=C2C(=C(C=NC2=CC1OC)C#N)NC=1C=CC2=C(N=C(S2)C)C1 (6,7-dimethoxy-4-(2-methyl-benzothiazol-5-ylamino)-quinoline-3-carbonitrile). Yield: 94.4%. RXN SMILES: Cl[C:2]1[C:11]2[C:6](=[CH:7][C:8]([O:14][CH3:15])=[C:9]([O:12][CH3:13])[CH:10]=2)[N:5]=[CH:4][C:3]=1[C:16]#[N:17].[NH2:18][C:19]1[CH:20]=[CH:21][C:22]2[S:26][C:25]([CH3:27])=[N:24][C:23]=2[CH:28]=1.C(OC(O)C)C.C(=O)([O-])[O-].[Na+].[Na+]>O.N1C=CC=CC=1>[CH3:13][O:12][C:9]1[CH:10]=[C:11]2[C:6](=[CH:7][C:8]=1[O:14][CH3:15])[N:5]=[CH:4][C:3]([C:16]#[N:17])=[C:2]2[NH:18][C:19]1[CH:20]=[CH:21][C:22]2[S:26][C:25]([CH3:27])=[N:24][C:23]=2[CH:28]=1 |f:3.4.5|. Reported procedure: A mixture of 0.249 g of 4-chloro-6,7-dimethoxy-quinolin-3-carbonitrile, 0.237 g of 5-amino-2-methylbenzothiazole dihydrocholride, 0.158 g of pyridine, and 10 ml of ethoxyethanol was stirred under nitrogen, at reflux temperature for 20 minutes. The mixture was cooled and added to 40 ml of water. To this mixture was added sodium carbonate to pH 9. The product was collected, washed with water, and dried to give 0.356 g of 6,7-dimethoxy-4-(2-methyl-benzothiazol-5-ylamino)-quinoline-3-carbonitrile as... Reactants: Cl.Cl.NC1CCN(CC1)S(=O)(=O)C=1C=C2C=CN=CC2=CC1 (6-(4-aminopiperidin-1-ylsulfonyl)isoquinoline dihydrochloride), Compound 9, C(C)(C)(C)OC(=O)N(C[C@H](C)NS(=O)(=O)C=1C=C2C=CN=CC2=CC1)CCCO ((S)-6-{2-(tert-butoxycarbonyl-3-hydroxypropylamino)-1-methylethylaminosulfonyl}isoquinoline), Cl.Cl.BrC1=C2C=CN=CC2=CC=C1S(=O)(=O)N1[C@@H](CNCCCC1)C ((R)-5-bromo-6-(2-methyl-1,4-diazocan-1-ylsulfonyl)isoquinoline dihydrochloride). Yields the product BrC1=C2C=CN=CC2=CC=C1S(=O)(=O)N1[C@@H](CN(CCCC1)C(=O)OC(C)(C)C)C ((R)-5-bromo-6-(4-tert-butoxycarbonyl-2-methyl-1,4-diazocan-1-ylsulfonyl)isoquinoline). As a reaction SMILES: Cl.Cl.NC1CCN(S(C2C=C3C(=CC=2)C=NC=C3)(=O)=O)CC1.[C:23]([O:27][C:28](N(CCCO)C[C@@H](NS(C1C=C2C(=CC=1)C=NC=C2)(=O)=O)C)=[O:29])([CH3:26])([CH3:25])[CH3:24].Cl.Cl.[Br:54][C:55]1[C:64]([S:65]([N:68]2[CH2:75][CH2:74][CH2:73][CH2:72][NH:71][CH2:70][C@H:69]2[CH3:76])(=[O:67])=[O:66])=[CH:63][CH:62]=[C:61]2[C:56]=1[CH:57]=[CH:58][N:59]=[CH:60]2>>[Br:54][C:55]1[C:64]([S:65]([N:68]2[CH2:75][CH2:74][CH2:73][CH2:72][N:71]([C:28]([O:27][C:23]([CH3:26])([CH3:25])[CH3:24])=[O:29])[CH2:70][C@H:69]2[CH3:76])(=[O:67])=[O:66])=[CH:63][CH:62]=[C:61]2[C:56]=1[CH:57]=[CH:58][N:59]=[CH:60]2 |f:0.1.2,4.5.6|. Reported procedure: The compound of interest was synthesized (colorless oil, 41%) according to the production method of Step 1 of Example 12 using Reference Compound 4 instead of Reference Compound 2 and using Reference Compound 23 instead of Reference Compound 9. Reactants: CCCCC(CCC(=O)NCC1=C(n2ccccc2=O)C=CC(=O)C1O)n1c(-c2ccccc2)ncc(NC(=O)OC(C)(C)C)c1=O, CCN=C=NCCCN(C)C, CS(C)=O, CCOC(C)=O, Cl, O=C([O-])C(F)(F)F, c1cc[nH+]cc1. Product: CCCCC(CCC(=O)NCC1=C(n2ccccc2=O)C=CC(=O)C1=O)n1c(-c2ccccc2)ncc(NC(=O)OC(C)(C)C)c1=O. As a reaction SMILES: [C:1]([CH3:2])([CH3:3])([CH3:4])[O:5][C:6](=[O:7])[NH:8][c:9]1[cH:10][n:11][c:12](-[c:42]2[cH:43][cH:44][cH:45][cH:46][cH:47]2)[n:13]([CH:16]([CH2:17][CH2:18][C:19](=[O:20])[NH:21][CH2:22][C:23]2=[C:28]([n:29]3[c:30](=[O:35])[cH:31][cH:32][cH:33][cH:34]3)[CH:27]=[CH:26][C:25](=[O:36])[CH:24]2[OH:37])[CH2:38][CH2:39][CH2:40][CH3:41])[c:14]1=[O:15].[CH3:49][N:50]([CH3:51])[CH2:52][CH2:53][CH2:54][N:55]=[C:56]=[N:57][CH2:58][CH3:59].[CH3:73][S:74]([CH3:75])=[O:76].[CH3:77][CH2:78][O:79][C:80](=[O:81])[CH3:82].[ClH:48].[F:60][C:61]([F:62])([F:63])[C:64]([O-:65])=[O:66].[nH+:67]1[cH:68][cH:69][cH:70][cH:71][cH:72]1>>[C:1]([CH3:2])([CH3:3])([CH3:4])[O:5][C:6](=[O:7])[NH:8][c:9]1[cH:10][n:11][c:12](-[c:42]2[cH:43][cH:44][cH:45][cH:46][cH:47]2)[n:13]([CH:16]([CH2:17][CH2:18][C:19](=[O:20])[NH:21][CH2:22][C:23]2=[C:28]([n:29]3[c:30](=[O:35])[cH:31][cH:32][cH:33][cH:34]3)[CH:27]=[CH:26][C:25](=[O:36])[C:24]2=[O:37])[CH2:38][CH2:39][CH2:40][CH3:41])[c:14]1=[O:15].